Task: describe an organic reaction: reactants, conditions, products, and yield. Dataset: the Open Reaction Database (ORD), a public repository of structured organic reaction records Reactants: CC1=C(NC(=C1)C)C(=O)OCC (ethyl 3,5-dimethyl-2-pyrrolecarboxylate), [OH-].[Na+] (NaOH). The solvent is C1CCOC1.O.CO (THF H2O MeOH), O (H2O). Run at temperature 75 celsius, time 8 hour. Product: CC1=C(NC(=C1)C)C(=O)O (3,5 Dimethyl-1-H-pyrrole-2-carboxylic Acid). The yield is 89.8%. Reaction SMILES: [CH3:1][C:2]1[CH:6]=[C:5]([CH3:7])[NH:4][C:3]=1[C:8]([O:10]CC)=[O:9].[OH-].[Na+]>C1COCC1.O.CO.O>[CH3:1][C:2]1[CH:6]=[C:5]([CH3:7])[NH:4][C:3]=1[C:8]([OH:10])=[O:9] |f:1.2,3.4.5|. Procedure: To a solution of ethyl 3,5-dimethyl-2-pyrrolecarboxylate (Aldrich) (504 mg, 3 mmol) in THF/H2O/MeOH (5:1:1, 30 ml) was added NaOH (480 mg, 12 mmol) in H2O (12 ml). The mixture was stirred at 75° C. overnight. The homogeneous mixture was washed with ether. To the aqueous layer was added a saturated aqueous KHSO4 solution until the pH was about 3. The solution was then extracted with dichloromethane. The extracts were dried over MgSO4 and evaporated. The residue was purified on silica (ethylacetat... Starting materials: N1(CCOCC1)C=1N=C(NC(C1)=O)CC(=O)[O-].[Na+] (sodium [4-(morpholin-4-yl)-6-oxo-1,6-dihydropyrimidin-2-yl]acetate), FC1=C(C=C(N)C=C1)C(F)(F)F (4-fluoro-3-(trifluoromethyl)aniline). The product is FC1=C(C=C(C=C1)NC(CC=1NC(C=C(N1)N1CCOCC1)=O)=O)C(F)(F)F (N-[4-fluoro-3-(trifluoromethyl)phenyl]-2-[4-(morpholin-4-yl)-6-oxo-1,6-dihydropyrimidin-2-yl]acetamide). The yield is 55.7%. RXN SMILES: [N:1]1([C:7]2[N:8]=[C:9]([CH2:14][C:15]([O-:17])=O)[NH:10][C:11](=[O:13])[CH:12]=2)[CH2:6][CH2:5][O:4][CH2:3][CH2:2]1.[Na+].[F:19][C:20]1[CH:26]=[CH:25][C:23]([NH2:24])=[CH:22][C:21]=1[C:27]([F:30])([F:29])[F:28]>>[F:19][C:20]1[CH:26]=[CH:25][C:23]([NH:24][C:15](=[O:17])[CH2:14][C:9]2[NH:10][C:11](=[O:13])[CH:12]=[C:7]([N:1]3[CH2:2][CH2:3][O:4][CH2:5][CH2:6]3)[N:8]=2)=[CH:22][C:21]=1[C:27]([F:28])([F:29])[F:30] |f:0.1|. Procedure: The product is prepared according to the procedure described in Example 5, using 260 mg of sodium [4-(morpholin-4-yl)-6-oxo-1,6-dihydropyrimidin-2-yl]acetate and 358 mg of 4-fluoro-3-(trifluoromethyl)aniline in place of the 2,4-difluoroaniline. 222 mg of N-[4-fluoro-3-(trifluoromethyl)phenyl]-2-[4-(morpholin-4-yl)-6-oxo-1,6-dihydropyrimidin-2-yl]acetamide are obtained in the form of a white solid, the characteristics of which are the following: Starting materials: C(CCC)(=O)OCC(OCC)OCC (2,2-diethoxyethyl butanoate), C(=O)(C(F)(F)F)O (TFA), O (water). Solvent: C(Cl)Cl (DCM). The product is O=CCOC(CCC)=O (2-oxoethylbutanoate). As a reaction SMILES: [C:1]([O:6][CH2:7][CH:8](OCC)[O:9]CC)(=[O:5])[CH2:2][CH2:3][CH3:4].C(O)(C(F)(F)F)=O.O>C(Cl)Cl>[O:9]=[CH:8][CH2:7][O:6][C:1](=[O:5])[CH2:2][CH2:3][CH3:4]. Procedure details: As a nonlimiting example using method C in FIG. 2, (5-oxo-1,3-oxathiolan-2-yl)methyl butanoate or the 5-acetyloxy derivative thereof may be obtained from process which includes reacting 2,2-diethoxyethyl butanoate in DCM and treating with TFA and water. This reaction yields 2-oxoethylbutanoate, which may be reacted with mercaptoacetic acid in CSA and DCM to produce the desired (5-oxo-1,3-oxathiolan-2-yl)methyl butanoate, or with 1,4-dithiane-2,5-diol in THF to obtain the 5-acetyloxy derivative. Starting materials: CC(C)(F)Cn1ncc2cc(Oc3ccc(F)cc3F)c(Br)cc21, O=C([O-])[O-], CO, Cl, [K+], [K+], CC(=O)[O-], CC(=O)[O-], O, [Pd+2], c1ccc(P(CCCP(c2ccccc2)c2ccccc2)c2ccccc2)cc1. Product: CC(C)(F)Cn1ncc2cc(Oc3ccc(F)cc3F)c(C(=O)O)cc21. As a reaction SMILES: [Br:1][c:2]1[c:3]([O:16][c:17]2[c:18]([F:24])[cH:19][c:20]([F:23])[cH:21][cH:22]2)[cH:4][c:5]2[cH:6][n:7][n:8]([CH2:11][C:12]([CH3:13])([CH3:14])[F:15])[c:9]2[cH:10]1.[C:54]([O-:55])([O-:56])=[O:57].[CH3:62][OH:63].[ClH:60].[K+:58].[K+:59].[O-:65][C:66]([CH3:67])=[O:68].[O-:69][C:70]([CH3:71])=[O:72].[OH2:61].[Pd+2:64].[c:25]1([P:26]([c:27]2[cH:28][cH:29][cH:30][cH:31][cH:32]2)[CH2:33][CH2:34][CH2:35][P:36]([c:37]2[cH:38][cH:39][cH:40][cH:41][cH:42]2)[c:43]2[cH:44][cH:45][cH:46][cH:47][cH:48]2)[cH:49][cH:50][cH:51][cH:52][cH:53]1>>[c:2]1([C:54](=[O:55])[OH:56])[c:3]([O:16][c:17]2[c:18]([F:24])[cH:19][c:20]([F:23])[cH:21][cH:22]2)[cH:4][c:5]2[cH:6][n:7][n:8]([CH2:11][C:12]([CH3:13])([CH3:14])[F:15])[c:9]2[cH:10]1. The reactants are O=CC1=CC(OC)=C(O)C=C1 (vanillin), ClC=1C=C(C#N)C=CC1F (3-Chloro-4-fluorobenzonitrile). Yields the product ClC1=C(OC2=C(C=C(C=O)C=C2)OC)C=CC(=C1)C#N (4-(2-Chloro-4-cyanophenoxy)-3-methoxybenzaldehyde). Reaction SMILES: [O:1]=[CH:2][C:3]1[CH:11]=[CH:10][C:8]([OH:9])=[C:5]([O:6][CH3:7])[CH:4]=1.[Cl:12][C:13]1[CH:14]=[C:15]([CH:18]=[CH:19][C:20]=1F)[C:16]#[N:17]>>[Cl:12][C:13]1[CH:14]=[C:15]([C:16]#[N:17])[CH:18]=[CH:19][C:20]=1[O:9][C:8]1[CH:10]=[CH:11][C:3]([CH:2]=[O:1])=[CH:4][C:5]=1[O:6][CH3:7]. Reported procedure: 4-(2-Chloro-4-cyanophenoxy)-3-methoxybenzaldehyde was prepared from vanillin and 3-Chloro-4-fluorobenzonitrile following General Procedure A. 1H NMR (400 Hz, CDCl3) δ 9.95 (s, 1H), 7.76 (d, 1H), 7.56 (br s, 1H), 7.50 (d, 1H), 7.45 (brd, 1H), 7.15 (d, 1H), 6.78 (d, 1H), 3.90 (s, 3H). Starting materials: CC(C)C(N)C(=O)O, O=C1CCCCC1. Product: CC(C)C(NC1CCCCC1)C(=O)O. RXN SMILES: [CH3:1][CH:2]([CH3:3])[CH:4]([NH2:5])[C:6]([OH:7])=[O:8].[O:9]=[C:10]1[CH2:11][CH2:12][CH2:13][CH2:14][CH2:15]1>>[CH3:1][CH:2]([CH3:3])[CH:4]([NH:5][CH:10]1[CH2:11][CH2:12][CH2:13][CH2:14][CH2:15]1)[C:6]([OH:7])=[O:8]. Starting materials: C1CCOC1, CO, [Na+], CCOC(=O)c1ccc(COCc2csc3nc(C(=O)NCc4ccnc(OCCCc5nc[nH]n5)c4)[nH]c(=O)c23)cc1, [OH-], O. The product is O=C(O)c1ccc(COCc2csc3nc(C(=O)NCc4ccnc(OCCCc5nc[nH]n5)c4)[nH]c(=O)c23)cc1. RXN SMILES: [CH2:46]1[O:47][CH2:48][CH2:49][CH2:50]1.[CH3:51][OH:52].[Na+:45].[O:1]=[c:2]1[c:3]2[c:4]([n:5][c:6]([C:8](=[O:9])[NH:10][CH2:11][c:12]3[cH:13][c:14]([O:18][CH2:19][CH2:20][CH2:21][c:22]4[n:23][nH:24][cH:25][n:26]4)[n:15][cH:16][cH:17]3)[nH:7]1)[s:27][cH:28][c:29]2[CH2:30][O:31][CH2:32][c:33]1[cH:34][cH:35][c:36]([C:37](=[O:38])[O:39][CH2:40][CH3:41])[cH:42][cH:43]1.[OH-:44].[OH2:53]>>[O:1]=[c:2]1[c:3]2[c:4]([n:5][c:6]([C:8](=[O:9])[NH:10][CH2:11][c:12]3[cH:13][c:14]([O:18][CH2:19][CH2:20][CH2:21][c:22]4[n:23][nH:24][cH:25][n:26]4)[n:15][cH:16][cH:17]3)[nH:7]1)[s:27][cH:28][c:29]2[CH2:30][O:31][CH2:32][c:33]1[cH:34][cH:35][c:36]([C:37](=[O:38])[OH:39])[cH:42][cH:43]1. Conditions: temperature 150 celsius, time 4.5 hour. Procedure: A mixture of 2-(6-chloro-pyridazin-3-yl)-malonic acid diethyl ester (from step 1, ca. 65%, 19.0 g), sodium chloride (11.8 g), water (1.3 mL), and dimethyl sulfoxide (80 mL) was stirred at 150° C. for 4.5 h. More sodium chloride (5.0 g) and water (0.6 mL) were then added and stirring was continued at 160° C. for another 2 h. After cooling to room temperature, water was added and the resulting mixture was extracted with tert-butyl methyl ether. The combined extracts were washed with water and brin... Yields the product C(C)OC(CC=1N=NC(=CC1)Cl)=O ((6-chloro-pyridazin-3-yl)-acetic acid ethyl ester). RXN SMILES: [CH2:1]([O:3][C:4](=[O:18])[CH:5]([C:11]1[N:12]=[N:13][C:14]([Cl:17])=[CH:15][CH:16]=1)C(OCC)=O)[CH3:2].[Cl-].[Na+].CS(C)=O>O>[CH2:1]([O:3][C:4](=[O:18])[CH2:5][C:11]1[N:12]=[N:13][C:14]([Cl:17])=[CH:15][CH:16]=1)[CH3:2] |f:1.2|. Starting materials: [Cl-].[Na+] (sodium chloride), C(C)OC(C(C(=O)OCC)C=1N=NC(=CC1)Cl)=O (2-(6-chloro-pyridazin-3-yl)-malonic acid diethyl ester), [Cl-].[Na+] (sodium chloride), CS(=O)C (dimethyl sulfoxide). Run in O (water), O (water), O (water). Starting materials: COc1ccc(B(O)O)cc1, C=CCc1c(OS(=O)(=O)C(F)(F)F)ccc2cc(OC)ccc12, [K+], [K+], [K+], C1COCCO1, O, O, O=P([O-])([O-])[O-]. Yields the product C=CCc1c(-c2ccc(OC)cc2)ccc2cc(OC)ccc12. Reaction SMILES: [CH3:1][O:2][c:3]1[cH:4][cH:5][c:6]([B:9]([OH:10])[OH:11])[cH:7][cH:8]1.[F:21][C:22]([F:23])([F:24])[S:25]([O:26][c:27]1[c:28]([CH2:39][CH:40]=[CH2:41])[c:29]2[cH:30][cH:31][c:32]([O:37][CH3:38])[cH:33][c:34]2[cH:35][cH:36]1)(=[O:42])=[O:43].[K+:18].[K+:19].[K+:20].[O:45]1[CH2:46][CH2:47][O:48][CH2:49][CH2:50]1.[OH2:12].[OH2:44].[P:13]([O-:14])([O-:15])([O-:16])=[O:17]>>[CH3:1][O:2][c:3]1[cH:4][cH:5][c:6](-[c:27]2[c:28]([CH2:39][CH:40]=[CH2:41])[c:29]3[cH:30][cH:31][c:32]([O:37][CH3:38])[cH:33][c:34]3[cH:35][cH:36]2)[cH:7][cH:8]1. The reactants are O=C([O-])[O-], COC(=O)C(N)CSC, CO, [K+], [K+], O=C(O)C(Cc1ccccc1)NC(=O)N1CCOCC1, O. Product: O=C(O)C(Cc1ccccc1)NC(=O)N1CCOCC1, CSCC(N)C(=O)O. As a reaction SMILES: [C:30](=[O:31])([O-:32])[O-:33].[CH3:1][O:2][C:3]([CH:4]([NH2:5])[CH2:6][S:7][CH3:8])=[O:9].[CH3:37][OH:38].[K+:34].[K+:35].[O:10]1[CH2:11][CH2:12][N:13]([C:16](=[O:17])[NH:18][CH:19]([CH2:20][c:21]2[cH:22][cH:23][cH:24][cH:25][cH:26]2)[C:27](=[O:28])[OH:29])[CH2:14][CH2:15]1.[OH2:36]>>[O:10]1[CH2:11][CH2:12][N:13]([C:16](=[O:17])[NH:18][CH:19]([CH2:20][c:21]2[cH:22][cH:23][cH:24][cH:25][cH:26]2)[C:27](=[O:28])[OH:29])[CH2:14][CH2:15]1.[O:2]=[C:3]([CH:4]([NH2:5])[CH2:6][S:7][CH3:8])[OH:9].